This data is from the Open Reaction Database (ORD), a public repository of structured organic reaction records. The task is: describe an organic reaction: reactants, conditions, products, and yield Starting materials: O=C(c1ncc[nH]1)c1ncc[nH]1, ClCCl, CCOC(=O)C(CCOc1ccccc1)Cc1ccc(OCCN)cc1, O=C(O)c1ccc(-c2ccccn2)cc1. Reaction SMILES: [C:1]([c:2]1[nH:3][cH:4][cH:5][n:6]1)([c:7]1[nH:8][cH:9][cH:10][n:11]1)=[O:12].[Cl:54][CH2:55][Cl:56].[NH2:28][CH2:29][CH2:30][O:31][c:32]1[cH:33][cH:34][c:35]([CH2:38][CH:39]([C:40](=[O:41])[O:42][CH2:43][CH3:44])[CH2:45][CH2:46][O:47][c:48]2[cH:49][cH:50][cH:51][cH:52][cH:53]2)[cH:36][cH:37]1.[n:13]1[c:14](-[c:19]2[cH:20][cH:21][c:22]([C:23](=[O:24])[OH:25])[cH:26][cH:27]2)[cH:15][cH:16][cH:17][cH:18]1>>[n:13]1[c:14](-[c:19]2[cH:20][cH:21][c:22]([C:23](=[O:25])[NH:28][CH2:29][CH2:30][O:31][c:32]3[cH:33][cH:34][c:35]([CH2:38][CH:39]([C:40](=[O:41])[O:42][CH2:43][CH3:44])[CH2:45][CH2:46][O:47][c:48]4[cH:49][cH:50][cH:51][cH:52][cH:53]4)[cH:36][cH:37]3)[cH:26][cH:27]2)[cH:15][cH:16][cH:17][cH:18]1. Product: CCOC(=O)C(CCOc1ccccc1)Cc1ccc(OCCNC(=O)c2ccc(-c3ccccn3)cc2)cc1. The reactants are CN1C(NC(C1)C(=O)OC(C)(C)C)=O (1,1-dimethylethyl 1-methyl-2-oxo-4-imidazolidinecarboxylate), [H-].[Na+] (sodium hydride), ClC(S(=O)(=O)OCC(F)(F)F)(Cl)Cl (2,2,2-trifluoroethyl trichloromethanesulfonate), 5-(1,1-dimethylethyl)1-(phenylmethyl)3-methyl-2-oxo-1,5-imidazolidinedicarboxylate, O=C1NC[C@H](N1C(=O)OCC1=CC=CC=C1)C(=O)O ((4S)-2-oxo-3-{[(phenylmethyl)oxy]carbonyl}-4-imidazolidinecarboxylic acid). Run in CN(C=O)C (N,N-dimethylformamide). Run at temperature -35 celsius, time 15 minute. Yields the product CN1C(N(C(C1)C(=O)OC(C)(C)C)CC(F)(F)F)=O (1,1-dimethylethyl 1-methyl-2-oxo-3-(2,2,2-trifluoroethyl)-4-imidazolidinecarboxylate). Isolated yield 42.1%. Reaction SMILES: [CH3:1][N:2]1[CH2:6][CH:5]([C:7]([O:9][C:10]([CH3:13])([CH3:12])[CH3:11])=[O:8])[NH:4][C:3]1=[O:14].O=C1N(C(OCC2C=CC=CC=2)=O)[C@H](C(O)=O)CN1.[H-].[Na+].ClC(Cl)(Cl)S(O[CH2:42][C:43]([F:46])([F:45])[F:44])(=O)=O>CN(C)C=O>[CH3:1][N:2]1[CH2:6][CH:5]([C:7]([O:9][C:10]([CH3:11])([CH3:13])[CH3:12])=[O:8])[N:4]([CH2:42][C:43]([F:46])([F:45])[F:44])[C:3]1=[O:14] |f:2.3|. Reported procedure: A solution of 1,1-dimethylethyl 1-methyl-2-oxo-4-imidazolidinecarboxylate (180 mg, 0.9 mmol) (prepared as described in step (i) of Example 49 from 5-(1,1-dimethylethyl)1-(phenylmethyl)3-methyl-2-oxo-1,5-imidazolidinedicarboxylate, itself prepared as described in step (ii) of Example 13, starting originally from (4S)-2-oxo-3-{[(phenylmethyl)oxy]carbonyl}-4-imidazolidinecarboxylic acid) in N,N-dimethylformamide (10 ml), under argon at −35° C., was treated with sodium hydride (60% dispersion in oil... The reactants are CCCC(NC(=O)OC(C)(C)C)C(=O)Nc1cc(CC2CCCC2)on1, ClCCl. Yields the product CCCC(N)C(=O)Nc1cc(CC2CCCC2)on1. As a reaction SMILES: [C:1]([O:2][C:3](=[O:4])[NH:7][CH:8]([CH2:9][CH2:10][CH3:11])[C:12]([NH:13][c:14]1[n:15][o:16][c:17]([CH2:19][CH:20]2[CH2:21][CH2:22][CH2:23][CH2:24]2)[cH:18]1)=[O:25])([CH3:5])([CH3:6])[CH3:26].[Cl:27][CH2:28][Cl:29]>>[NH2:7][CH:8]([CH2:9][CH2:10][CH3:11])[C:12]([NH:13][c:14]1[n:15][o:16][c:17]([CH2:19][CH:20]2[CH2:21][CH2:22][CH2:23][CH2:24]2)[cH:18]1)=[O:25]. The reactants are ClC1=NC=CC=C1 (2-chloropyridine), [H-].[Na+] (sodium hydride), CC(CO)OC1=CC=C(C=C1)OC(CC)C (2-methyl-2-[4-(1-methylpropoxy)phenoxy]ethanol). Run in O1CCCC1 (THF), O1CCCC1 (tetrahydrofuran), CN(P(=O)(N(C)C)N(C)C)C (hexamethylphosphoramide). Reaction conditions: time 2 hour. Product: CC(COC1=NC=CC=C1)OC1=CC=C(C=C1)OC(CC)C (2-{2-methyl-2-[4-(1-methylpropoxy)phenoxy]ethoxy}pyridine). Reaction SMILES: [H-].[Na+].[CH3:3][CH:4]([O:7][C:8]1[CH:13]=[CH:12][C:11]([O:14][CH:15]([CH3:18])[CH2:16][CH3:17])=[CH:10][CH:9]=1)[CH2:5][OH:6].Cl[C:20]1[CH:25]=[CH:24][CH:23]=[CH:22][N:21]=1>O1CCCC1.CN(C)P(N(C)C)(N(C)C)=O>[CH3:3][CH:4]([O:7][C:8]1[CH:9]=[CH:10][C:11]([O:14][CH:15]([CH3:18])[CH2:16][CH3:17])=[CH:12][CH:13]=1)[CH2:5][O:6][C:20]1[CH:25]=[CH:24][CH:23]=[CH:22][N:21]=1 |f:0.1|. Procedure details: To a mixture of sodium hydride (0.08 g) in 5 ml of tetrahydrofuran (THF) and 2 ml of hexamethylphosphoramide (HMPA), cooled in an ice bath, is added, dropwise, 2-methyl-2-[4-(1-methylpropoxy)phenoxy]ethanol (0.63 g). The mixture is stirred at RT for 2 hours, after which a solution of 2-chloropyridine (0.38 g) in 5 ml of THF is added and the mixture is stirred at 60° for 3 hours. The THF is then removed by rotoevaporation and the residue is purified by column chromatography on silica gel to give ...